This data is from the Open Reaction Database (ORD), a public repository of structured organic reaction records. The task is: describe an organic reaction: reactants, conditions, products, and yield Starting materials: ClC1=CNC2=CC(=CC=C12)C(=O)NC(COCC1CCNCC1)C1=CC=NC=C1 (3-chloro-N-[1-(4-pyridinyl)-2-(piperidin-4-ylmethoxy)ethyl]-1H-indole-6-carboxamide), CC(=O)C (acetone). Product: ClC1=CNC2=CC(=CC=C12)C(=O)NC(COCC1CCN(CC1)C(C)C)C1=CC=NC=C1 (3-Chloro-N-[1-(4-pyridinyl)-2-(1-isopropylpiperidin-4-yl-methoxy)ethyl]-1H-indole-6-carboxamide). Yield: 48.1%. Reaction SMILES: [Cl:1][C:2]1[C:10]2[C:5](=[CH:6][C:7]([C:11]([NH:13][CH:14]([C:24]3[CH:29]=[CH:28][N:27]=[CH:26][CH:25]=3)[CH2:15][O:16][CH2:17][CH:18]3[CH2:23][CH2:22][NH:21][CH2:20][CH2:19]3)=[O:12])=[CH:8][CH:9]=2)[NH:4][CH:3]=1.[CH3:30][C:31]([CH3:33])=O>>[Cl:1][C:2]1[C:10]2[C:5](=[CH:6][C:7]([C:11]([NH:13][CH:14]([C:24]3[CH:29]=[CH:28][N:27]=[CH:26][CH:25]=3)[CH2:15][O:16][CH2:17][CH:18]3[CH2:19][CH2:20][N:21]([CH:31]([CH3:33])[CH3:30])[CH2:22][CH2:23]3)=[O:12])=[CH:8][CH:9]=2)[NH:4][CH:3]=1. Procedure details: Using alkylation method A, 3-chloro-N-[1-(4-pyridinyl)-2-(piperidin-4-ylmethoxy)ethyl]-1H-indole-6-carboxamide (67 mg, 0.16 mmol) and acetone (2 mL, 27 mmol) afforded 35 mg (47%) of the title compound.